describe an organic reaction: reactants, conditions, products, and yield From a dataset of the Open Reaction Database (ORD), a public repository of structured organic reaction records. Reactants: CC(C(=O)O)CC1=CC2=CC(=CC=C2C=C1)C1=CC=CC=C1 (2-Methyl-3-(7-phenyl-2-naphthyl)propanoic acid), [Al+3].[Cl-].[Cl-].[Cl-] (AlCl3), O=S(Cl)Cl (SOCl2), CN(C)C=O (DMF), chloroanhydride, ice HCl. The solvent is C(Cl)Cl (CH2Cl2), C(Cl)Cl (CH2Cl2), C(Cl)Cl (CH2Cl2). Run at time 2 hour. Product: CC1CC=2C(=C3C=C(C=CC3=CC2)C2=CC=CC=C2)C1=O (2-Methyl-8-phenyl-2,3-dihydro-1H-cyclopenta[a]naphthalen-1-one). As a reaction SMILES: [CH3:1][CH:2]([CH2:6][C:7]1[CH:16]=[CH:15][C:14]2[C:9](=[CH:10][C:11]([C:17]3[CH:22]=[CH:21][CH:20]=[CH:19][CH:18]=3)=[CH:12][CH:13]=2)[CH:8]=1)[C:3]([OH:5])=O.O=S(Cl)Cl.CN(C=O)C.[Al+3].[Cl-].[Cl-].[Cl-]>C(Cl)Cl>[CH3:1][CH:2]1[C:3](=[O:5])[C:8]2=[C:9]3[C:14](=[CH:15][CH:16]=[C:7]2[CH2:6]1)[CH:13]=[CH:12][C:11]([C:17]1[CH:22]=[CH:21][CH:20]=[CH:19][CH:18]=1)=[CH:10]3 |f:3.4.5.6|. Reported procedure: 2-Methyl-3-(7-phenyl-2-naphthyl)propanoic acid (6.25 g, 21.5 mmole) was suspended in CH2Cl2 (20 ml), and SOCl2 (2.9 ml, 40 mmole) and 0.05 ml of DMF were added. The resulting mixture was stirred for 2 h at room temperature, refluxed for additional 1 h, evaporated and dried in vacuo. AlCl3 (4.3 g, 33 mmol) was suspended in CH2Cl2 (40 ml), and solution of obtained chloroanhydride in CH2Cl2 (20 ml) was added at 0° C. within 0.5 h. The resulting mixture was allowed to warm to room temperature, stirr... Reactants: BrC=1C(N(C(C1C1=C(NC2=CC=CC=C12)CCCCCC=1NC2=CC=CC=C2C1C=1C(N(C(C1Br)=O)C)=O)=O)C)=O (3-bromo-4-(2-(5-(3-(4-bromo-1-methyl-2,5-dioxo-2,5-dihydro-1H-3-pyrrolyl)-1H-2-indolyl)pentyl)-1H-3-indolyl)-1-methyl-2,5-dihydro-1H-pyrrole-2,5-dione), N1CCCC1 (pyrrolidine). Conditions: time 8 hour. Product: CN1C(C(=C(C1=O)C1=C(NC2=CC=CC=C12)CCCCCC=1NC2=CC=CC=C2C1C=1C(N(C(C1N1CCCC1)=O)C)=O)N1CCCC1)=O (1-Methyl-3-(1-pyrrolidinyl)-4-(2-(5-(3-(1-methyl-4-(1-pyrrolidinyl)-2,5-dioxo-2,5-dihydro-1H-3-pyrrolyl)-1H-2-indolyl)pentyl)-1H-3-indolyl)-2,5-dihydro-1H-pyrrole-2,5-dione). As a reaction SMILES: Br[C:2]1[C:3](=[O:41])[N:4]([CH3:40])[C:5](=[O:39])[C:6]=1[C:7]1[C:15]2[C:10](=[CH:11][CH:12]=[CH:13][CH:14]=2)[NH:9][C:8]=1[CH2:16][CH2:17][CH2:18][CH2:19][CH2:20][C:21]1[NH:22][C:23]2[C:28]([C:29]=1[C:30]1[C:31](=[O:38])[N:32]([CH3:37])[C:33](=[O:36])[C:34]=1Br)=[CH:27][CH:26]=[CH:25][CH:24]=2.[NH:42]1[CH2:46][CH2:45][CH2:44][CH2:43]1>>[CH3:40][N:4]1[C:5](=[O:39])[C:6]([C:7]2[C:15]3[C:10](=[CH:11][CH:12]=[CH:13][CH:14]=3)[NH:9][C:8]=2[CH2:16][CH2:17][CH2:18][CH2:19][CH2:20][C:21]2[NH:22][C:23]3[C:28]([C:29]=2[C:30]2[C:31](=[O:38])[N:32]([CH3:37])[C:33](=[O:36])[C:34]=2[N:42]2[CH2:46][CH2:45][CH2:44][CH2:43]2)=[CH:27][CH:26]=[CH:25][CH:24]=3)=[C:2]([N:4]2[CH2:5][CH2:6][CH2:2][CH2:3]2)[C:3]1=[O:41]. Procedure details: 1.0 g (1.5 mmol) of 3-bromo-4-(2-(5-(3-(4-bromo-1-methyl-2,5-dioxo-2,5-dihydro-1H-3-pyrrolyl)-1H-2-indolyl)pentyl)-1H-3-indolyl)-1-methyl-2,5-dihydro-1H-pyrrole-2,5-dione is dissolved in 5 ml (60.6 mmol) of pyrrolidine and stirred overnight at room temp. Excess pyrrolidine is then distilled off. The residue is completely freed from solvent residues in an oil-pump vacuum and then purified by column chromatography (SiO2, CH2Cl2/ethyl acetate 95:5). Yield: 480 mg (49%). The reactants are CCOc1ccc(CC(C(=O)OC)C(=O)OC)cc1CO, O=C=Nc1ccc(Cl)cc1Cl. Yields the product CCOc1ccc(CC(C(=O)OC)C(=O)OC)cc1COC(=O)Nc1ccc(Cl)cc1Cl. RXN SMILES: [CH2:1]([CH3:2])[O:3][c:4]1[c:5]([CH2:20][OH:21])[cH:6][c:7]([CH2:8][CH:9]([C:10](=[O:11])[O:12][CH3:13])[C:14](=[O:15])[O:16][CH3:17])[cH:18][cH:19]1.[Cl:22][c:23]1[c:24]([N:30]=[C:31]=[O:32])[cH:25][cH:26][c:27]([Cl:29])[cH:28]1>>[CH2:1]([CH3:2])[O:3][c:4]1[c:5]([CH2:20][O:21][C:31]([NH:30][c:24]2[c:23]([Cl:22])[cH:28][c:27]([Cl:29])[cH:26][cH:25]2)=[O:32])[cH:6][c:7]([CH2:8][CH:9]([C:10](=[O:11])[O:12][CH3:13])[C:14](=[O:15])[O:16][CH3:17])[cH:18][cH:19]1. Starting materials: [Li]CCCC, CCCCCC, CC(C)[P+](c1ccccc1)(c1ccccc1)c1ccccc1, [I-], C1CCOC1. Product: CC(C)=P(c1ccccc1)(c1ccccc1)c1ccccc1. Reaction SMILES: [CH2:1]([Li:2])[CH2:3][CH2:4][CH3:5].[CH3:29][CH2:30][CH2:31][CH2:32][CH2:33][CH3:34].[CH:7]([CH3:8])([CH3:9])[P+:10]([c:11]1[cH:12][cH:13][cH:14][cH:15][cH:16]1)([c:17]1[cH:18][cH:19][cH:20][cH:21][cH:22]1)[c:23]1[cH:24][cH:25][cH:26][cH:27][cH:28]1.[I-:6].[O:35]1[CH2:36][CH2:37][CH2:38][CH2:39]1>>[C:7]([CH3:8])([CH3:9])=[P:10]([c:11]1[cH:12][cH:13][cH:14][cH:15][cH:16]1)([c:17]1[cH:18][cH:19][cH:20][cH:21][cH:22]1)[c:23]1[cH:24][cH:25][cH:26][cH:27][cH:28]1. Reactants: [N+](=O)([O-])C=1C=CC2=C(C(=NS2)NCCN)C1 (N1-(5-Nitrobenzo[d]isothiazol-3-yl)ethane-1,2-diamine), C(C)(C)N(CC)C(C)C (diisopropylethylamine), Cl.N1=C(C=CC=C1)C(=O)Cl (2-picolinoyl chloride hydrochloride). Solvent: ClCCl (dichloromethane), ClCCl (dichloromethane), ClCCl (dichloromethane). Conditions: time 2.5 hour. The product is [N+](=O)([O-])C=1C=CC2=C(C(=NS2)NCCNC(C2=NC=CC=C2)=O)C1 (N-(2-(5-nitrobenzo[d]isothiazol-3-ylamino)ethyl)picolinamide). The yield is 76.6%. Reaction SMILES: [N+:1]([C:4]1[CH:5]=[CH:6][C:7]2[S:11][N:10]=[C:9]([NH:12][CH2:13][CH2:14][NH2:15])[C:8]=2[CH:16]=1)([O-:3])=[O:2].C(N(C(C)C)CC)(C)C.Cl.[N:27]1[CH:32]=[CH:31][CH:30]=[CH:29][C:28]=1[C:33](Cl)=[O:34]>ClCCl>[N+:1]([C:4]1[CH:5]=[CH:6][C:7]2[S:11][N:10]=[C:9]([NH:12][CH2:13][CH2:14][NH:15][C:33](=[O:34])[C:28]3[CH:29]=[CH:30][CH:31]=[CH:32][N:27]=3)[C:8]=2[CH:16]=1)([O-:3])=[O:2] |f:2.3|. Reported procedure: N1-(5-Nitrobenzo[d]isothiazol-3-yl)ethane-1,2-diamine (92 mg, 0.38 mmol) was dissolved in anhydrous dichloromethane (5 mL) with diisopropylethylamine (148 μL, 1.3 mmol). The solution was cooled on an ice-water bath and a solution of 2-picolinoyl chloride hydrochloride (76 mg, 2.7 mmol) in dichloromethane (0.5 mL) was added dropwise. The reaction mixture was allowed to stir for 2.5 h while warming to room temperature. The solution was diluted with dichloromethane, washed with saturated sodium bic... Reactants: Cl.C(C1=CC=CC=C1)ON (O-Benzyl hydroxylamine hydrochloride), C1=CC2=CC(=CC3=C2C(=C1)C(=O)OC3=O)[N+](=O)[O-] (3-nitro-1,8-naphthalic anhydride). Run in N1=CC=CC=C1 (pyridine). Yields the product C(C1=CC=CC=C1)ON1C(C2=CC=CC=3C2=C(C1=O)C=C(C3)[N+](=O)[O-])=O (2-Benzyloxy-5-nitro-benzo[de]isoquinoline-1,3-dione). Isolated yield 91.0%. Reaction SMILES: Cl.[CH2:2]([O:9][NH2:10])[C:3]1[CH:8]=[CH:7][CH:6]=[CH:5][CH:4]=1.[CH:11]1[CH:20]=[C:19]2[C:21]([O:23][C:24](=O)[C:17]3=[C:18]2[C:13](=[CH:14][C:15]([N+:26]([O-:28])=[O:27])=[CH:16]3)[CH:12]=1)=[O:22]>N1C=CC=CC=1>[CH2:2]([O:9][N:10]1[C:24](=[O:23])[C:17]2[CH:16]=[C:15]([N+:26]([O-:28])=[O:27])[CH:14]=[C:13]3[C:18]=2[C:19](=[CH:20][CH:11]=[CH:12]3)[C:21]1=[O:22])[C:3]1[CH:8]=[CH:7][CH:6]=[CH:5][CH:4]=1 |f:0.1|. Procedure: O-Benzyl hydroxylamine hydrochloride (0.8 g, 6.5 mmol) was added to a suspension of 3-nitro-1,8-naphthalic anhydride (1.0 g, 4.1 mmol) in pyridine (20 mL). The mixture was refluxed for 3 hours and concentrated in vacuo. The solid residue obtained was purified by column chromatography (silica gel using 2% methanol in chloroform). Fractions containing the target compound were combined, concentrated, and dried to give 1.3 g of the title compound, mp 239-241° C.;